From a dataset of the Open Reaction Database (ORD), a public repository of structured organic reaction records. describe an organic reaction: reactants, conditions, products, and yield Starting materials: COC(N(C)C)OC (N,N-Dimethylformamide dimethylacetal), NC1=C2N=C(N(C2=NC=N1)C=1C=CC(NC1)=O)C1=CC(=CC=C1)F (5-[6-amino-8-(3-fluorophenyl)-9H-9-purinyl]-1,2-dihydro-2-pyridinone), [H-].[Na+] (sodium hydride), IC (iodomethane), COC(N(C)C)OC (N,N-dimethylformamide dimethyl acetal), O.N (ammonia water). Run in CN(C=O)C (N,N-dimethylformamide), [Cl-].[NH4+] (ammonium chloride), C(C)(=O)OCC (ethyl acetate). Run at time 1 hour. Yields the product NC1=C2N=C(N(C2=NC=N1)C=1C=CC(N(C1)C)=O)C1=CC(=CC=C1)F (5-[6-Amino-8-(3-fluorophenyl)-9H-9-purinyl]-1-methyl-1,2-dihydro-2-pyridinone). Reaction SMILES: C[O:2][CH:3](OC)[N:4]([CH3:6])[CH3:5].[NH2:9][C:10]1[N:18]=[CH:17][N:16]=[C:15]2[C:11]=1[N:12]=[C:13]([C:26]1[CH:31]=[CH:30][CH:29]=[C:28]([F:32])[CH:27]=1)[N:14]2[C:19]1[CH:20]=[CH:21]C(=O)NC=1.[H-].[Na+].IC.O.N>CN(C)C=O.[Cl-].[NH4+].C(OCC)(=O)C>[NH2:9][C:10]1[N:18]=[CH:17][N:16]=[C:15]2[C:11]=1[N:12]=[C:13]([C:26]1[CH:31]=[CH:30][CH:29]=[C:28]([F:32])[CH:27]=1)[N:14]2[C:19]1[CH:20]=[CH:21][C:3](=[O:2])[N:4]([CH3:6])[CH:5]=1 |f:2.3,5.6,8.9|. Procedure: N,N-Dimethylformamide dimethylacetal (0.5 ml, 3.76 mmol) was added to a suspension of 5-[6-amino-8-(3-fluorophenyl)-9H-9-purinyl]-1,2-dihydro-2-pyridinone (1.0 g, 3.10 mmol) in Example 2 in N,N-dimethylformamide (10 ml) and stirred in a nitrogen atmosphere at room temperature. After 1 hour, N,N-dimethylformamide dimethyl acetal (0.5 ml, 3.76 mmol) was further added thereto and stirred for additionall 5 hours. The reaction solution was ice-cooled, and 60 to 70% sodium hydride (136 mg, 3.40 mmol) ... Reactants: C\C=C/C (cis-2-butene), NC=1C(=CC=CC1)C (toluidine). Run in C1(=CC=CC=C1)C (toluene). Run at temperature 50 celsius, time 30 minute. Product: C1(=C(C=CC=C1)N1CC=CC1)C (1-tolyl-3-pyrroline). Isolated yield 33.4%. As a reaction SMILES: [CH3:1]/[CH:2]=[CH:3]\[CH3:4].[NH2:5][C:6]1[C:7]([CH3:12])=[CH:8][CH:9]=[CH:10][CH:11]=1>C1(C)C=CC=CC=1>[C:7]1([CH3:12])[CH:8]=[CH:9][CH:10]=[CH:11][C:6]=1[N:5]1[CH2:4][CH:3]=[CH:2][CH2:1]1. Reported procedure: To a solution of 60.0 g of the cis-2-butene derivative solution prepared in Example 1 and 250 g of toluene in a round flask reactor, 171.7 g (1.6 mol) of toluidine was added dropwise with stirring for 30 min. at 50° C. After 2 hours of stirring, the crystallized solid was removed by filtration; 42.0 g of 35% HCl (aq) was added to the filtrate, and then excess benzylamine hydrochloride was removed by filtration or extraction. After the solvent was evaporated under reduced pressure, 56.8 g of 1-to... As a reaction SMILES: [Al+3:34].[C:1](=[O:2])([O:3][CH2:4][CH3:5])[c:6]1[c:7]([CH3:27])[n:8][c:9]2[n:10]1[cH:11][c:12]([CH3:26])[cH:13][c:14]2[NH:15][CH2:16][c:17]1[c:18]([CH2:24][CH3:25])[cH:19][cH:20][cH:21][c:22]1[CH3:23].[H-:33].[H-:36].[H-:37].[H-:38].[Li+:35].[Na+:40].[O:28]1[CH2:29][CH2:30][CH2:31][CH2:32]1.[OH-:39].[OH2:41]>>[CH2:1]([OH:2])[c:6]1[c:7]([CH3:27])[n:8][c:9]2[n:10]1[cH:11][c:12]([CH3:26])[cH:13][c:14]2[NH:15][CH2:16][c:17]1[c:18]([CH2:24][CH3:25])[cH:19][cH:20][cH:21][c:22]1[CH3:23]. Reactants: [Al+3], CCOC(=O)c1c(C)nc2c(NCc3c(C)cccc3CC)cc(C)cn12, [H-], [H-], [H-], [H-], [Li+], [Na+], C1CCOC1, [OH-], O. Product: CCc1cccc(C)c1CNc1cc(C)cn2c(CO)c(C)nc12. Reactants: O=C(Cl)C(=O)Cl, CC(C)(C)C1CCC(C(=O)O)CC1, ClCCl. Product: CC(C)(C)C1CCC(C(=O)Cl)CC1. As a reaction SMILES: [C:14]([Cl:15])(=[O:16])[C:18]([Cl:17])=[O:19].[C:1]([CH3:2])([CH3:3])([CH3:4])[CH:5]1[CH2:6][CH2:7][CH:8]([C:11](=[O:12])[OH:13])[CH2:9][CH2:10]1.[Cl:20][CH2:21][Cl:22]>>[C:1]([CH3:2])([CH3:3])([CH3:4])[CH:5]1[CH2:6][CH2:7][CH:8]([C:11](=[O:13])[Cl:17])[CH2:9][CH2:10]1. The reactants are CI, CN(C)C=O, CC1Oc2cc(Oc3c(F)cc(C(F)(F)F)cc3Cl)ccc2NC1=O, [H-], [Na+], O. Product: CC1Oc2cc(Oc3c(F)cc(C(F)(F)F)cc3Cl)ccc2N(C)C1=O. RXN SMILES: [CH3:29][I:30].[CH3:31][N:32]([CH3:33])[CH:34]=[O:35].[Cl:3][c:4]1[c:5]([O:6][c:7]2[cH:8][c:9]3[c:10]([cH:17][cH:18]2)[NH:11][C:12](=[O:16])[CH:13]([CH3:15])[O:14]3)[c:19]([F:27])[cH:20][c:21]([C:23]([F:24])([F:25])[F:26])[cH:22]1.[H-:1].[Na+:2].[OH2:28]>>[Cl:3][c:4]1[c:5]([O:6][c:7]2[cH:8][c:9]3[c:10]([cH:17][cH:18]2)[N:11]([CH3:29])[C:12](=[O:16])[CH:13]([CH3:15])[O:14]3)[c:19]([F:27])[cH:20][c:21]([C:23]([F:24])([F:25])[F:26])[cH:22]1. Reactants: C(CCC)OC1=C(NC=2NC(C(=CN2)C(=O)OCC)=O)C=CC=C1 (Ethyl 1,6-dihydro-2-(2-butoxyanilino)-6-oxo-5-pyrimidinecarboxylate), [OH-].[Na+] (sodium hydroxide), O (water). Solvent: C(C)(=O)O (acetic acid). Run at time 1 hour. Product: C(CCC)OC1=C(NC=2NC(C(=CN2)C(=O)O)=O)C=CC=C1 (1,6-dihydro-2-(2-butoxyanilino)-6-oxo-5-pyrimidinecarboxylic acid). Isolated yield 72.8%. Reaction SMILES: [CH2:1]([O:5][C:6]1[CH:24]=[CH:23][CH:22]=[CH:21][C:7]=1[NH:8][C:9]1[NH:10][C:11](=[O:20])[C:12]([C:15]([O:17]CC)=[O:16])=[CH:13][N:14]=1)[CH2:2][CH2:3][CH3:4].[OH-].[Na+].O>C(O)(=O)C>[CH2:1]([O:5][C:6]1[CH:24]=[CH:23][CH:22]=[CH:21][C:7]=1[NH:8][C:9]1[NH:10][C:11](=[O:20])[C:12]([C:15]([OH:17])=[O:16])=[CH:13][N:14]=1)[CH2:2][CH2:3][CH3:4] |f:1.2|. Procedure details: Ethyl 1,6-dihydro-2-(2-butoxyanilino)-6-oxo-5-pyrimidinecarboxylate (12 g) and sodium hydroxide (3 g) are added to water (150 ml), and the mixture is refluxed with stirring for 1 hour. After cooling, the reaction mixture is acidified with acetic acid, and the resulting solid is collected by filtration and recrystallized from DMF. The precipitate thus obtained is collected by filtration and added to water (100 ml), and the mixture is refluxed with stirring for 1 hour. After cooling, the resulting...